describe an organic reaction: reactants, conditions, products, and yield From a dataset of the Open Reaction Database (ORD), a public repository of structured organic reaction records. The reactants are CO, ClCCl, NN, Cn1ncnc1-c1ccc(C(=O)NC(Cc2ccccc2C(F)(F)F)CN2C(=O)c3ccccc3C2=O)cc1, O. Product: Cn1ncnc1-c1ccc(C(=O)NC(CN)Cc2ccccc2C(F)(F)F)cc1. RXN SMILES: [CH3:46][OH:47].[Cl:43][CH2:44][Cl:45].[NH2:2][NH2:3].[O:4]=[C:5]1[N:6]([CH2:15][CH:16]([CH2:17][c:18]2[c:19]([C:24]([F:25])([F:26])[F:27])[cH:20][cH:21][cH:22][cH:23]2)[NH:28][C:29]([c:30]2[cH:31][cH:32][c:33](-[c:36]3[n:37][cH:38][n:39][n:40]3[CH3:41])[cH:34][cH:35]2)=[O:42])[C:13](=[O:14])[c:8]2[c:7]1[cH:12][cH:11][cH:10][cH:9]2.[OH2:1]>>[NH2:6][CH2:15][CH:16]([CH2:17][c:18]1[c:19]([C:24]([F:25])([F:26])[F:27])[cH:20][cH:21][cH:22][cH:23]1)[NH:28][C:29]([c:30]1[cH:31][cH:32][c:33](-[c:36]2[n:37][cH:38][n:39][n:40]2[CH3:41])[cH:34][cH:35]1)=[O:42].